Dataset: the Open Reaction Database (ORD), a public repository of structured organic reaction records. Task: describe an organic reaction: reactants, conditions, products, and yield Reactants: C(CCC)OC1=C(N(C(C2=CC=C(C=C12)/C=C/C(=O)OCC)=O)CC(C)(C)C)CNC(=O)OC(C)(C)C (ethyl (E)-3-[4-butoxy-3[[(tert-butoxycarbonyl)amino]methyl]-2-neopentyl-1-oxo-1,2-dihydro-6-isoquinolinyl]-2-propenate), [OH-].[Na+] (sodium hydroxide), Cl (hydrochloric acid), O (water). Solvent: O1CCCC1 (tetrahydrofuran), C(C)O (ethanol). Reaction conditions: time 1 hour. The product is C(CCC)OC1=C(N(C(C2=CC=C(C=C12)/C=C/C(=O)O)=O)CC(C)(C)C)CNC(=O)OC(C)(C)C ((E)-3-[4-butoxy-3-[[(tert-butoxycarbonyl)amino]methyl]-2-neopentyl-1-oxo-1,2-dihydro-6-isoquinolinyl]-2-propenic acid). Yield: 83.8%. RXN SMILES: [CH2:1]([O:5][C:6]1[C:15]2[C:10](=[CH:11][CH:12]=[C:13](/[CH:16]=[CH:17]/[C:18]([O:20]CC)=[O:19])[CH:14]=2)[C:9](=[O:23])[N:8]([CH2:24][C:25]([CH3:28])([CH3:27])[CH3:26])[C:7]=1[CH2:29][NH:30][C:31]([O:33][C:34]([CH3:37])([CH3:36])[CH3:35])=[O:32])[CH2:2][CH2:3][CH3:4].[OH-].[Na+].O.Cl>O1CCCC1.C(O)C>[CH2:1]([O:5][C:6]1[C:15]2[C:10](=[CH:11][CH:12]=[C:13](/[CH:16]=[CH:17]/[C:18]([OH:20])=[O:19])[CH:14]=2)[C:9](=[O:23])[N:8]([CH2:24][C:25]([CH3:28])([CH3:27])[CH3:26])[C:7]=1[CH2:29][NH:30][C:31]([O:33][C:34]([CH3:35])([CH3:37])[CH3:36])=[O:32])[CH2:2][CH2:3][CH3:4] |f:1.2|. Procedure details: To a solution of ethyl (E)-3-[4-butoxy-3[[(tert-butoxycarbonyl)amino]methyl]-2-neopentyl-1-oxo-1,2-dihydro-6-isoquinolinyl]-2-propenate (0.67 g, 1.3 mmol) in tetrahydrofuran (5 mL) and ethanol (5 mL) as added 1N sodium hydroxide (3 mL). The obtained mixture was stirred at room temperature for 1 h. The reaction mixture was poured into water, acidified with 1N hydrochloric acid and extracted with ethyl-acetate. The extract was washed with brine, dried over anhydrous magnesium sulfate and concentra... The reactants are ClC1=CC(=C(C=C1)S(=O)(=O)N=C=O)F (4-chloro-2-fluorobenzenesulfonylisocyanate), NC1=C(C(=O)O)C=CC(=C1)Cl (2-amino-4-chlorobenzoic acid). Yields the product ClC1=CC=C2C(N(C(NC2=C1)=O)S(=O)(=O)C1=C(C=C(C=C1)Cl)F)=O (7-chloro-3-(4-chloro-2-fluorobenzenesulfonyl)-2,4(1H,3H)-quinazolinedione). The yield is 40.0%. Reaction SMILES: [Cl:1][C:2]1[CH:7]=[CH:6][C:5]([S:8]([N:11]=[C:12]=[O:13])(=[O:10])=[O:9])=[C:4]([F:14])[CH:3]=1.[NH2:15][C:16]1[CH:24]=[C:23]([Cl:25])[CH:22]=[CH:21][C:17]=1[C:18]([OH:20])=O>>[Cl:25][C:23]1[CH:24]=[C:16]2[C:17]([C:18](=[O:20])[N:11]([S:8]([C:5]3[CH:6]=[CH:7][C:2]([Cl:1])=[CH:3][C:4]=3[F:14])(=[O:10])=[O:9])[C:12](=[O:13])[NH:15]2)=[CH:21][CH:22]=1. Procedure: 1.12 g (4.77 mmol) of 4-chloro-2-fluorobenzenesulfonylisocyanate and 819 mg (4.77 mmol) of 2-amino-4-chlorobenzoic acid were treated in the same way as in Example 1 to obtain 742 mg of the above-identified compound (yield 40.0%). Properties: colorless crystal, Melting point: 267°-268° C., PMR (δppm, DMSO-d6):7.16 (1H,s), 7.24 (1H,d), 7.56 (1H,t), 7.73 (1H,d), 7.87 (1H,d), 8.10 (1H,t), 12.2 (1H,br). Reactants: O(C1=CC=CC=C1)CC1CO1 (1-phenoxy-2,3-epoxypropane), SC=1N([C@H]2[C@H](O)[C@H](O)[C@@H](CO)O2)C=2N=CN=C(C2N1)N (8-mercaptoadenosine), C(C)O (ethanol). Reagents/catalysts: N1=C(C=CC=C1C)C (2,6 lutidine). Run in C(C)OC(C)=O.C(C)O (ethylacetate ethanol). Yields the product OC(CSC=1N([C@H]2[C@H](O)[C@H](O)[C@@H](CO)O2)C=2N=CN=C(C2N1)N)COC1=CC=CC=C1 (8-{[2-hydroxy-3-phenoxy-propyl]thio}adenosine). Reaction SMILES: [O:1]([CH2:8][CH:9]1[O:11][CH2:10]1)[C:2]1[CH:7]=[CH:6][CH:5]=[CH:4][CH:3]=1.[SH:12][C:13]1[N:14]([C:24]2[N:25]=[CH:26][N:27]=[C:28]([NH2:31])[C:29]=2[N:30]=1)[C@@H:15]1[O:23][C@H:20]([CH2:21][OH:22])[C@@H:18]([OH:19])[C@H:16]1[OH:17].C(O)C>N1C(C)=CC=CC=1C.C(OC(=O)C)C.C(O)C>[OH:11][CH:9]([CH2:8][O:1][C:2]1[CH:3]=[CH:4][CH:5]=[CH:6][CH:7]=1)[CH2:10][S:12][C:13]1[N:14]([C:24]2[N:25]=[CH:26][N:27]=[C:28]([NH2:31])[C:29]=2[N:30]=1)[C@@H:15]1[O:23][C@H:20]([CH2:21][OH:22])[C@@H:18]([OH:19])[C@H:16]1[OH:17] |f:4.5|. Reported procedure: A mixture of 1-phenoxy-2,3-epoxypropane (7.3 g, 48.6 mmoles), 8-mercaptoadenosine (11.5 g, 38.4 mmoles), 2,6 lutidine (about 20 drops) and ethanol (300 ml) is heated at reflux temperature for 1 hour, then it is concentrated to a small volume and ethyl ether is added to precipitate the compound of the title as a raw product. The precipitate is recovered by filtration, washed with ether and dried, dissolved in boiling ethanol, added to an equal amount (by weight) of silica gel and concentrated to ... Reactants: ClC1=C(OC2CNC2)C=CC(=C1)Cl (3-(2,4-dichlorophenoxy)azetidine), C(C)(C)N(C(C)C)CC (N,N-diisopropylethylamine), ClC1=NC=CC(=N1)Cl (2,4-dichloropyrimidine). Run in C(C)(C)O (isopropanol). Reaction conditions: temperature 80 celsius. Yields the product ClC1=NC=CC(=N1)N1CC(C1)OC1=C(C=C(C=C1)Cl)Cl (2-chloro-4-(3-(2,4-dichlorophenoxy)azetidin-1-yl)pyrimidine). Isolated yield 40.0%. As a reaction SMILES: [Cl:1][C:2]1[CH:12]=[C:11]([Cl:13])[CH:10]=[CH:9][C:3]=1[O:4][CH:5]1[CH2:8][NH:7][CH2:6]1.C(N(CC)C(C)C)(C)C.[Cl:23][C:24]1[N:29]=[C:28](Cl)[CH:27]=[CH:26][N:25]=1>C(O)(C)C>[Cl:23][C:24]1[N:29]=[C:28]([N:7]2[CH2:8][CH:5]([O:4][C:3]3[CH:9]=[CH:10][C:11]([Cl:13])=[CH:12][C:2]=3[Cl:1])[CH2:6]2)[CH:27]=[CH:26][N:25]=1. Procedure details: To a solution of 3-(2,4-dichlorophenoxy)azetidine (1.0 g, 4.6 mmol) in isopropanol (14 mL) was added N,N-diisopropylethylamine (DIPEA) (1.0 mL, 6.9 mmol) and 2,4-dichloropyrimidine (0.686 g, 4.6 mmol and the reaction mixture was heated at 80° C. for 7 h. The mixture was concentrated under reduced pressure and extracted with EtOAc (2×20 mL) and water (2×20 mL). The organic extracts were washed with brine, dried over anhydrous sodium sulfate and concentrated under reduced pressure. Purification by...